From a dataset of the Open Reaction Database (ORD), a public repository of structured organic reaction records. describe an organic reaction: reactants, conditions, products, and yield Product: S1C(SC1)=C(C(=O)OC(C)C)C(N)=O (Isopropyl 2-(1,3-dithietan-2-ylidene)-2-carbamoylacetate). Procedure details: A solution of isopropyl 2-(1,3-dithietan-2-ylidene)-2-(ethoxycarboxycarbonyl)acetate (10 g) in methanolic ammonia (60 ml) was stirred at room temperature for 4 hrs. The mixture was concentrated and purified with n-hexane and ethyl ether to give the titled compound as a white solid. (5.2 g, 68%) The reactants are S1C(SC1)=C(C(=O)OC(C)C)C(=O)C(=O)OOCC (isopropyl 2-(1,3-dithietan-2-ylidene)-2-(ethoxycarboxycarbonyl)acetate), N (ammonia). Reaction SMILES: [S:1]1[CH2:4][S:3][C:2]1=[C:5]([C:12](C(OOCC)=O)=[O:13])[C:6]([O:8][CH:9]([CH3:11])[CH3:10])=[O:7].[NH3:20]>>[S:1]1[CH2:4][S:3][C:2]1=[C:5]([C:12](=[O:13])[NH2:20])[C:6]([O:8][CH:9]([CH3:11])[CH3:10])=[O:7].